This data is from the Open Reaction Database (ORD), a public repository of structured organic reaction records. The task is: describe an organic reaction: reactants, conditions, products, and yield Reactants: C(C)(C)(C)C=1C=C(C(=C(C1)C1=CC=C(C=C1)OC(F)(F)F)O)C=O (5-(tert-butyl)-2-hydroxy-4′-(trifluoromethoxy)-[1,1′-biphenyl]-3-carbaldehyde), FC(C1=C(C=CC(=C1)C(F)(F)F)B(O)O)(F)F (2,4-bis(trifluoromethyl)phenylboronic acid), BrC=1C(=C(C=O)C=C(C1)C(C)(C)C)O (3-bromo-5-(tert-butyl)-2-hydroxybenzaldehyde), BrC=1C(=C(C=O)C=C(C1)C(C)(C)C)O (3-bromo-5-(tert-butyl)-2-hydroxybenzaldehyde). The product is C(C)(C)(C)C=1C=C(C(=C(C1)C1=C(C=C(C=C1)C(F)(F)F)C(F)(F)F)O)C=O (5-(tert-Butyl)-2-hydroxy-2′,4′-bis(trifluoromethyl)-[1,1′-biphenyl]-3-carbaldehyde). RXN SMILES: C(C1C=C(C=O)C(O)=C(C2C=CC(OC(F)(F)F)=CC=2)C=1)(C)(C)C.Br[C:26]1[C:27]([OH:38])=[C:28]([CH:31]=[C:32]([C:34]([CH3:37])([CH3:36])[CH3:35])[CH:33]=1)[CH:29]=[O:30].[F:39][C:40]([F:55])([F:54])[C:41]1[CH:46]=[C:45]([C:47]([F:50])([F:49])[F:48])[CH:44]=[CH:43][C:42]=1B(O)O>>[C:34]([C:32]1[CH:31]=[C:28]([CH:29]=[O:30])[C:27]([OH:38])=[C:26]([C:42]2[CH:43]=[CH:44][C:45]([C:47]([F:50])([F:48])[F:49])=[CH:46][C:41]=2[C:40]([F:39])([F:54])[F:55])[CH:33]=1)([CH3:37])([CH3:36])[CH3:35]. Procedure details: 5-(tert-Butyl)-2-hydroxy-2′,4′-bis(trifluoromethyl)-[1,1′-biphenyl]-3-carbaldehyde was prepared as an orange oil using the procedure described in Intermediate 5 from 3-bromo-5-(tert-butyl)-2-hydroxybenzaldehyde (Intermediate 4) and 2,4-bis(trifluoromethyl)phenylboronic acid. Reactants: CCCC(O)Cc1cccc(Br)n1, CC(C)(C)O, Cc1cc(C)c(B(O)O)c(C)c1, CC(C)(C)[O-], COCCOC, [K+], c1ccc(P(c2ccccc2)(c2ccccc2)[Pd](P(c2ccccc2)(c2ccccc2)c2ccccc2)(P(c2ccccc2)(c2ccccc2)c2ccccc2)P(c2ccccc2)(c2ccccc2)c2ccccc2)cc1. Product: CCCC(O)Cc1cccc(-c2c(C)cc(C)cc2C)n1. RXN SMILES: [Br:1][c:2]1[cH:3][cH:4][cH:5][c:6]([CH2:8][CH:9]([CH2:10][CH2:11][CH3:12])[OH:13])[n:7]1.[C:38]([OH:39])([CH3:40])([CH3:41])[CH3:42].[CH3:14][c:15]1[c:16]([B:23]([OH:24])[OH:25])[c:17]([CH3:22])[cH:18][c:19]([CH3:21])[cH:20]1.[CH3:26][C:27]([CH3:28])([O-:29])[CH3:30].[CH3:32][O:33][CH2:34][CH2:35][O:36][CH3:37].[K+:31].[cH:43]1[cH:44][cH:45][c:46]([P:47]([Pd:48]([P:49]([c:50]2[cH:51][cH:52][cH:53][cH:54][cH:55]2)([c:56]2[cH:57][cH:58][cH:59][cH:60][cH:61]2)[c:62]2[cH:63][cH:64][cH:65][cH:66][cH:67]2)([P:68]([c:69]2[cH:70][cH:71][cH:72][cH:73][cH:74]2)([c:75]2[cH:76][cH:77][cH:78][cH:79][cH:80]2)[c:81]2[cH:82][cH:83][cH:84][cH:85][cH:86]2)[P:87]([c:88]2[cH:89][cH:90][cH:91][cH:92][cH:93]2)([c:94]2[cH:95][cH:96][cH:97][cH:98][cH:99]2)[c:100]2[cH:101][cH:102][cH:103][cH:104][cH:105]2)([c:106]2[cH:107][cH:108][cH:109][cH:110][cH:111]2)[c:112]2[cH:113][cH:114][cH:115][cH:116][cH:117]2)[cH:118][cH:119]1>>[c:2]1(-[c:16]2[c:15]([CH3:14])[cH:20][c:19]([CH3:21])[cH:18][c:17]2[CH3:22])[cH:3][cH:4][cH:5][c:6]([CH2:8][CH:9]([CH2:10][CH2:11][CH3:12])[OH:13])[n:7]1. Reactants: ClCCl, CC(C)(C)OC(=O)CCC(=O)c1c(F)cccc1F, O=C(O)C(F)(F)F. Product: O=C(O)CCC(=O)c1c(F)cccc1F. RXN SMILES: [Cl:27][CH2:28][Cl:29].[F:1][c:2]1[c:3]([C:9]([CH2:10][CH2:11][C:12](=[O:13])[O:14][C:15]([CH3:16])([CH3:17])[CH3:18])=[O:19])[c:4]([F:8])[cH:5][cH:6][cH:7]1.[OH:20][C:21]([C:22]([F:23])([F:24])[F:25])=[O:26]>>[F:1][c:2]1[c:3]([C:9]([CH2:10][CH2:11][C:12](=[O:13])[OH:14])=[O:19])[c:4]([F:8])[cH:5][cH:6][cH:7]1.